Dataset: the Open Reaction Database (ORD), a public repository of structured organic reaction records. Task: describe an organic reaction: reactants, conditions, products, and yield Starting materials: FC(C1=CC(=NC=2N1N=CC2C(=O)O)C2=CC=C(C=C2)C(F)(F)F)F (7-difluoromethyl-5-(4-trifluoromethyl-phenyl)-pyrazolo[1,5-a]pyrimidine-3-carboxylic acid), OCCN(S(=O)(=O)C=1SC(=C(C1)[N+](=O)[O-])Cl)C (5-chloro-4-nitro-thiophene-2-sulfonic acid (2-hydroxy-ethyl)-methyl-amide). Yields the product ClC=1SC(=CC1NC(=O)C=1C=NN2C1N=C(C=C2C(F)F)C2=CC=C(C=C2)C(F)(F)F)S(N(C)CCO)(=O)=O (7-Difluoromethyl-5-(4-trifluoromethyl-phenyl)-pyrazolo[1,5-a]pyrimidine-3-carboxylic acid {2-chloro-5-[(2-hydroxy-ethyl)-methyl-sulfamoyl]-thiophen-3-yl}-amide). As a reaction SMILES: [F:1][CH:2]([F:25])[C:3]1[N:8]2[N:9]=[CH:10][C:11]([C:12]([OH:14])=O)=[C:7]2[N:6]=[C:5]([C:15]2[CH:20]=[CH:19][C:18]([C:21]([F:24])([F:23])[F:22])=[CH:17][CH:16]=2)[CH:4]=1.[OH:26][CH2:27][CH2:28][N:29]([CH3:42])[S:30]([C:33]1[S:34][C:35]([Cl:41])=[C:36]([N+:38]([O-])=O)[CH:37]=1)(=[O:32])=[O:31]>>[Cl:41][C:35]1[S:34][C:33]([S:30](=[O:32])(=[O:31])[N:29]([CH2:28][CH2:27][OH:26])[CH3:42])=[CH:37][C:36]=1[NH:38][C:12]([C:11]1[CH:10]=[N:9][N:8]2[C:3]([CH:2]([F:1])[F:25])=[CH:4][C:5]([C:15]3[CH:16]=[CH:17][C:18]([C:21]([F:24])([F:23])[F:22])=[CH:19][CH:20]=3)=[N:6][C:7]=12)=[O:14]. Procedure details: The title compound was prepared from 7-difluoromethyl-5-(4-trifluoromethyl-phenyl)-pyrazolo[1,5-a]pyrimidine-3-carboxylic acid (example C. 1) and 4-amino-5-chloro-thiophene-2-sulfonic acid (2-hydroxy-ethyl)-methyl-amide (example B.21) according to general procedure II. Starting materials: C1CCOC1, CCc1cc(C(=O)NCc2cccc(O)c2)sc1C(=O)OC, Cl, [Li+], [OH-], O, O. Yields the product CCc1cc(C(=O)NCc2cccc(O)c2)sc1C(=O)O. RXN SMILES: [CH2:26]1[O:27][CH2:28][CH2:29][CH2:30]1.[CH3:1][O:2][C:3](=[O:4])[c:5]1[s:6][c:7]([C:12]([NH:13][CH2:14][c:15]2[cH:16][c:17]([OH:21])[cH:18][cH:19][cH:20]2)=[O:22])[cH:8][c:9]1[CH2:10][CH3:11].[ClH:31].[Li+:25].[OH-:24].[OH2:23].[OH2:32]>>[O:2]=[C:3]([OH:4])[c:5]1[s:6][c:7]([C:12]([NH:13][CH2:14][c:15]2[cH:16][c:17]([OH:21])[cH:18][cH:19][cH:20]2)=[O:22])[cH:8][c:9]1[CH2:10][CH3:11]. Starting materials: O=C([O-])[O-], CCCCCOCC#CCOS(C)(=O)=O, O=c1ccc(-c2ccc(Cl)cn2)n[nH]1, [K+], [K+], CN(C)C=O, O. Product: CCCCCOCC#CCn1nc(-c2ccc(Cl)cn2)ccc1=O. Reaction SMILES: [C:15](=[O:16])([O-:17])[O-:18].[CH3:26][S:27]([O:28][CH2:31][C:32]#[C:33][CH2:34][O:35][CH2:36][CH2:37][CH2:38][CH2:39][CH3:40])(=[O:29])=[O:30].[Cl:1][c:2]1[cH:3][cH:4][c:5](-[c:8]2[cH:9][cH:10][c:11](=[O:14])[nH:12][n:13]2)[n:6][cH:7]1.[K+:19].[K+:20].[O:21]=[CH:22][N:23]([CH3:24])[CH3:25].[OH2:41]>>[Cl:1][c:2]1[cH:3][cH:4][c:5](-[c:8]2[cH:9][cH:10][c:11](=[O:14])[n:12]([CH2:31][C:32]#[C:33][CH2:34][O:35][CH2:36][CH2:37][CH2:38][CH2:39][CH3:40])[n:13]2)[n:6][cH:7]1. Product: Cc1cc(O)cc(C)c1[N+](=O)[O-]. The reactants are Cc1cc(C)cc(O)c1, [Na+], O=[N+]([O-])[O-], O. As a reaction SMILES: [CH3:1][c:2]1[cH:3][c:4]([CH3:5])[cH:6][c:7]([OH:8])[cH:9]1.[Na+:10].[O-:11][N+:12]([O-:13])=[O:14].[OH2:15]>>[CH3:1][c:2]1[c:3]([N+:12](=[O:11])[O-:13])[c:4]([CH3:5])[cH:6][c:7]([OH:8])[cH:9]1.